Dataset: the Open Reaction Database (ORD), a public repository of structured organic reaction records. Task: describe an organic reaction: reactants, conditions, products, and yield Product: COCCOCOC1=C(C=C(C=C1)C1=CC2=C(C(=N1)C#N)N=NN2C)C(F)(F)F (6-(4-((2-methoxyethoxy)methoxy)-3-(trifluoromethyl)-phenyl)-1-methyl-1H-[1,2,3]triazolo[4,5-c]pyridine-4-carbonitrile). Reactants: Cl (Hydrochloric acid), N(=O)[O-].[Na+] (sodium nitrite), NC=1C(=NC(=CC1NC)C1=CC(=C(C=C1)OCOCCOC)C(F)(F)F)C#N (3-amino-6-(4-((2-methoxyethoxy)methoxy)-3-(trifluoromethyl)phenyl)-4-(methylamino)picolinonitrile). Isolated yield 92.0%. Procedure details: 3-amino-6-(4-((2-methoxyethoxy)methoxy)-3-(trifluoromethyl)phenyl)-4-(methylamino)picolinonitrile (100 mg) was suspended in dioxane (1500 μl) and water (1500 μl) and cooled to 0° C. Hydrochloric acid (2M, 189 μl) followed by dropwise addition of sodium nitrite (25 mg) in water (500 μl) and the mixture stirred at room temperature for 2 hours. The suspension was filtered and the solid washed with water to afford pale brown solid 6-(4-((2-methoxyethoxy)methoxy)-3-(trifluoromethyl)-phenyl)-1-methyl-... Reaction SMILES: [NH2:1][C:2]1[C:3]([C:27]#[N:28])=[N:4][C:5]([C:10]2[CH:15]=[CH:14][C:13]([O:16][CH2:17][O:18][CH2:19][CH2:20][O:21][CH3:22])=[C:12]([C:23]([F:26])([F:25])[F:24])[CH:11]=2)=[CH:6][C:7]=1[NH:8][CH3:9].Cl.[N:30]([O-])=O.[Na+]>O1CCOCC1.O>[CH3:22][O:21][CH2:20][CH2:19][O:18][CH2:17][O:16][C:13]1[CH:14]=[CH:15][C:10]([C:5]2[N:4]=[C:3]([C:27]#[N:28])[C:2]3[N:1]=[N:30][N:8]([CH3:9])[C:7]=3[CH:6]=2)=[CH:11][C:12]=1[C:23]([F:26])([F:24])[F:25] |f:2.3|. Run in O (water), O1CCOCC1 (dioxane), O (water). Run at time 2 hour. Reactants: ClC1=CC(=NC2=CC=C(C=C12)OC)C (4-chloro-6-methoxy-2-methylquinoline), Br (hydrobromic acid). The solvent is C(Cl)(Cl)Cl (chloroform). The product is ClC1=CC(=NC2=CC=C(C=C12)O)C (4-chloro-2-methylquinolin-6-ol). Isolated yield 39.8%. RXN SMILES: [Cl:1][C:2]1[C:11]2[C:6](=[CH:7][CH:8]=[C:9]([O:12]C)[CH:10]=2)[N:5]=[C:4]([CH3:14])[CH:3]=1.Br>C(Cl)(Cl)Cl>[Cl:1][C:2]1[C:11]2[C:6](=[CH:7][CH:8]=[C:9]([OH:12])[CH:10]=2)[N:5]=[C:4]([CH3:14])[CH:3]=1. Procedure: Under a nitrogen atmosphere in a 500 single-neck round bottom flask equipped with a condenser and a magnetic stirrer, a solution of 2.00 g (9.62 mmol) of 4-chloro-6-methoxy-2-methylquinoline and 150 mL of 48% hydrobromic acid was heated under reflux for 90 minutes. Upon cooling to room temperature, the reaction solution was evaporated under reduced pressure to afford a solid residue. The residue was slurried in chloroform filtered and washed with chloroform. The solid was next slurried in a mixt... Reactants: C, O=CNc1c(O)ccc2c1CN(Cc1ccccc1)CC2c1ccc(O)c(O)c1, CCO, Cl, [Pd]. Yields the product Cl, O=CNc1c(O)ccc2c1CNCC2c1ccc(O)c(O)c1. As a reaction SMILES: [C:34].[CH2:1]([c:2]1[cH:3][cH:4][cH:5][cH:6][cH:7]1)[N:8]1[CH2:9][c:10]2[c:11]([NH:27][CH:28]=[O:29])[c:12]([OH:26])[cH:13][cH:14][c:15]2[CH:16]([c:18]2[cH:19][c:20]([OH:25])[c:21]([OH:24])[cH:22][cH:23]2)[CH2:17]1.[CH3:31][CH2:32][OH:33].[ClH:30].[Pd:35]>>[ClH:30].[NH:8]1[CH2:9][c:10]2[c:11]([NH:27][CH:28]=[O:29])[c:12]([OH:26])[cH:13][cH:14][c:15]2[CH:16]([c:18]2[cH:19][c:20]([OH:25])[c:21]([OH:24])[cH:22][cH:23]2)[CH2:17]1. The reactants are BrC1=C(C=CC2=C1C=1NC(CC(C1O2)=O)C2=CN=C(S2)C(C)C)OC (9-bromo-2-(2-isopropyl-thiazol-5-yl)-8-methoxy-1,2-dihydro-benzofuro[3,2-b]pyridin-4-one), C1CCOC1 (THF). The reagents and catalysts are O=[Mn]=O (MnO2). Reaction conditions: temperature 110 celsius. Yields the product OC1=CC(=CC2=C1OC1=C2C(=C(C=C1)OC)Br)C1=CN=C(S1)C(C)C (4-hydroxyl-9-bromo-2-(2-isopropyl-thiazol-5-yl)-8-methoxy-dibenzofuran). Isolated yield 73.0%. As a reaction SMILES: [Br:1][C:2]1[C:7]2[C:8]3N[CH:10]([C:16]4[S:20][C:19]([CH:21]([CH3:23])[CH3:22])=[N:18][CH:17]=4)[CH2:11][C:12](=[O:15])[C:13]=3[O:14][C:6]=2[CH:5]=[CH:4][C:3]=1[O:24][CH3:25].[CH2:26]1COCC1>O=[Mn]=O>[OH:15][C:12]1[C:13]2[O:14][C:6]3[CH:5]=[CH:4][C:3]([O:24][CH3:25])=[C:2]([Br:1])[C:7]=3[C:8]=2[CH:26]=[C:10]([C:16]2[S:20][C:19]([CH:21]([CH3:23])[CH3:22])=[N:18][CH:17]=2)[CH:11]=1. Procedure: A mixture of 14B (1.1 g, 2.6 mmol), MnO2 (6 g) in THF (20 mL) was heated to 110° C. and reacted overnight, then filtered. The filtrate was concentrated to give 14C (0.8 g, 73% yield).